Task: describe an organic reaction: reactants, conditions, products, and yield. Dataset: the Open Reaction Database (ORD), a public repository of structured organic reaction records The reactants are CCCCBr, COc1ccc2[nH]ccc2c1. Yields the product CCCCn1ccc2cc(OC)ccc21. As a reaction SMILES: [CH2:12]([CH2:13][CH2:14][CH3:15])[Br:16].[CH3:1][O:2][c:3]1[cH:4][c:5]2[cH:6][cH:7][nH:8][c:9]2[cH:10][cH:11]1>>[CH3:1][O:2][c:3]1[cH:4][c:5]2[cH:6][cH:7][n:8]([CH2:12][CH2:13][CH2:14][CH3:15])[c:9]2[cH:10][cH:11]1. Reactants: [OH-].[Li+] (lithium hydroxide), C(C)OC(=O)C1=C(C2=NC(=CC=C2N1CC1=C(C=CC=C1)F)C)C=1C(=NC=CC1)OC (1-(2-Fluoro-benzyl)-3-(2-methoxy-pyridin-3-yl)-5-methyl-1H-pyrrolo[3,2-b]pyridine-2-carboxylic acid ethyl ester), Cl (HCl). Solvent: O1CCCC1 (tetrahydrofuran). Reaction conditions: temperature 70 celsius, time 14 hour. Product: FC1=C(CN2C(=C(C3=NC(=CC=C32)C)C=3C(=NC=CC3)OC)C(=O)O)C=CC=C1 (1-(2-Fluoro-benzyl)-3-(2-methoxy-pyridin-3-yl)-5-methyl-1H-pyrrolo[3,2-b]pyridine-2-carboxylic acid). Yield: 80.0%. As a reaction SMILES: C([O:3][C:4]([C:6]1[N:14]([CH2:15][C:16]2[CH:21]=[CH:20][CH:19]=[CH:18][C:17]=2[F:22])[C:13]2[C:8](=[N:9][C:10]([CH3:23])=[CH:11][CH:12]=2)[C:7]=1[C:24]1[C:25]([O:30][CH3:31])=[N:26][CH:27]=[CH:28][CH:29]=1)=[O:5])C.[OH-].[Li+].Cl>O1CCCC1>[F:22][C:17]1[CH:18]=[CH:19][CH:20]=[CH:21][C:16]=1[CH2:15][N:14]1[C:13]2[C:8](=[N:9][C:10]([CH3:23])=[CH:11][CH:12]=2)[C:7]([C:24]2[C:25]([O:30][CH3:31])=[N:26][CH:27]=[CH:28][CH:29]=2)=[C:6]1[C:4]([OH:5])=[O:3] |f:1.2|. Procedure: Compound B4 was diluted with tetrahydrofuran (3 mL) and to the resulting solution was added 1M aqueous lithium hydroxide (2 mL, excess). The reaction was heated to 70° C. and allowed to stir at this temperature for 14 hours. The reaction was then acidified using 1M HCl, and extracted several times with ethyl acetate. The organic layer was collected and concentrated in vacuo to provide 1-(2-Fluoro-benzyl)-3-(2-methoxy-pyridin-3-yl)-5-methyl-1H-pyrrolo[3,2-b]pyridine-2-carboxylic acid B5 (0.2 g, 8... The reactants are ClCCCl, COC(=O)C(N)CC(C)C, CN1CCOCC1, NCCCCC(N)C(=O)O, CN(C)C=O, On1nnc2ccccc21. The product is CC(C)CC(N)C(=O)O. As a reaction SMILES: [CH2:21]([Cl:22])[CH2:23][Cl:24].[CH3:25][O:26][C:27]([CH:28]([NH2:29])[CH2:30][CH:31]([CH3:32])[CH3:33])=[O:34].[CH3:35][N:36]1[CH2:37][CH2:38][O:39][CH2:40][CH2:41]1.[NH2:1][CH2:2][CH2:3][CH2:4][CH2:5][CH:6]([C:7](=[O:8])[OH:9])[NH2:10].[O:42]=[CH:43][N:44]([CH3:45])[CH3:46].[OH:11][n:12]1[c:13]2[c:14]([cH:15][cH:16][cH:17][cH:18]2)[n:19][n:20]1>>[O:26]=[C:27]([CH:28]([NH2:29])[CH2:30][CH:31]([CH3:32])[CH3:33])[OH:34]. The reactants are [H-].[Na+] (sodium hydride), FC1=C(N[C@H](CO)C)C=CC(=C1F)F ((2S)-2-(2,3,4-Trifluoroanilino)-1-propanol). Run in CN(C)C=O (DMF), CN(C)C=O (DMF). Conditions: temperature 60 celsius, time 1 hour. Yields the product FC1=C(C2=C(N[C@H](CO2)C)C=C1)F ((3S)-(+)-7,8-Difluoro-3,4-dihydro-3-methyl-2H-[1,4]benzoxazine). The yield is 66.5%. Reaction SMILES: [H-].[Na+].F[C:4]1[C:14]([F:15])=[C:13]([F:16])[CH:12]=[CH:11][C:5]=1[NH:6][C@@H:7]([CH3:10])[CH2:8][OH:9]>CN(C=O)C>[F:16][C:13]1[CH:12]=[CH:11][C:5]2[NH:6][C@@H:7]([CH3:10])[CH2:8][O:9][C:4]=2[C:14]=1[F:15] |f:0.1|. Procedure details: To DMF (2 ml) was added sodium hydride (39 mg) and the mixture was heated to 60° C. in an oil bath. Next, a solution of the compound (100 mg) obtained in Example 51 in DMF was dropped therein to and the obtained mixture was stirred for 1 hour. After treating in a conventional manner, the mixture was subjected to silica gel column chromatography to give 60 mg (66%) of the title compound. The optical purity determined by HPCL was >94% ee. Various spectral data was identical with those of a specime... Starting materials: CNc1ccc(OCC(=O)OC)c(C)c1, CS(C)=O, FC(F)(F)c1ccc(-c2ncc(CCl)c(C3CC3)n2)cc1, [I-], [Na+]. The product is COC(=O)COc1ccc(N(C)Cc2cnc(-c3ccc(C(F)(F)F)cc3)nc2C2CC2)cc1C. Reaction SMILES: [CH3:22][O:23][C:24]([CH2:25][O:26][c:27]1[c:28]([CH3:35])[cH:29][c:30]([NH:33][CH3:34])[cH:31][cH:32]1)=[O:36].[CH3:39][S:40]([CH3:41])=[O:42].[Cl:1][CH2:2][c:3]1[c:4]([CH:19]2[CH2:20][CH2:21]2)[n:5][c:6](-[c:9]2[cH:10][cH:11][c:12]([C:15]([F:16])([F:17])[F:18])[cH:13][cH:14]2)[n:7][cH:8]1.[I-:38].[Na+:37]>>[CH2:2]([c:3]1[c:4]([CH:19]2[CH2:20][CH2:21]2)[n:5][c:6](-[c:9]2[cH:10][cH:11][c:12]([C:15]([F:16])([F:17])[F:18])[cH:13][cH:14]2)[n:7][cH:8]1)[N:33]([c:30]1[cH:29][c:28]([CH3:35])[c:27]([O:26][CH2:25][C:24]([O:23][CH3:22])=[O:36])[cH:32][cH:31]1)[CH3:34]. The reactants are [H-], N#CCI, [Na+], CN(C)C=O, Cc1cc(O)cc2c1C(CC(=O)OC(C)(C)C)OB2O. The product is Cc1cc(OCC#N)cc2c1C(CC(=O)OC(C)(C)C)OB2O. Reaction SMILES: [H-:22].[I:23][CH2:24][C:25]#[N:26].[Na+:21].[O:27]=[CH:28][N:29]([CH3:30])[CH3:31].[OH:1][B:2]1[O:3][CH:4]([CH2:13][C:14](=[O:15])[O:16][C:17]([CH3:18])([CH3:19])[CH3:20])[c:5]2[c:6]1[cH:7][c:8]([OH:12])[cH:9][c:10]2[CH3:11]>>[OH:1][B:2]1[O:3][CH:4]([CH2:13][C:14](=[O:15])[O:16][C:17]([CH3:18])([CH3:19])[CH3:20])[c:5]2[c:6]1[cH:7][c:8]([O:12][CH2:24][C:25]#[N:26])[cH:9][c:10]2[CH3:11]. Starting materials: ClCC1=C(SC(=C1C)Cl)Cl (3-chloromethyl-2,5-dichloro-4-methylthiophene), C1(=CC=CC=C1)P(C1=CC=CC=C1)C1=CC=CC=C1 (triphenylphosphine). Solvent: C1=CC=CC=C1 (benzene). Yields the product [Cl-].ClC1=C(C(=C(S1)Cl)C)C[P+](C1=CC=CC=C1)(C1=CC=CC=C1)C1=CC=CC=C1 ((2,5-dichloro-4-methyl-3-thenyl)-triphenylphosphonium chloride). RXN SMILES: [Cl:1][CH2:2][C:3]1[C:7]([CH3:8])=[C:6]([Cl:9])[S:5][C:4]=1[Cl:10].[C:11]1([P:17]([C:24]2[CH:29]=[CH:28][CH:27]=[CH:26][CH:25]=2)[C:18]2[CH:23]=[CH:22][CH:21]=[CH:20][CH:19]=2)[CH:16]=[CH:15][CH:14]=[CH:13][CH:12]=1>C1C=CC=CC=1>[Cl-:1].[Cl:10][C:4]1[S:5][C:6]([Cl:9])=[C:7]([CH3:8])[C:3]=1[CH2:2][P+:17]([C:18]1[CH:19]=[CH:20][CH:21]=[CH:22][CH:23]=1)([C:24]1[CH:29]=[CH:28][CH:27]=[CH:26][CH:25]=1)[C:11]1[CH:12]=[CH:13][CH:14]=[CH:15][CH:16]=1 |f:3.4|. Reported procedure: A mixture of 25.4 g. (0.12 mol) of 3-chloromethyl-2,5-dichloro-4-methylthiophene, 34.6 g. (0.132 mol) of triphenylphosphine and 200 ml. of benzene was heated to the reflux overnight. The resulting beige solid was filtered to yield (2,5-dichloro-4-methyl-3-thenyl)-triphenylphosphonium chloride, m.p. 238°-240° C.